Dataset: the Open Reaction Database (ORD), a public repository of structured organic reaction records. Task: describe an organic reaction: reactants, conditions, products, and yield Starting materials: COC(=O)c1cc(OCc2ccccc2)ccc1O, CCOC(C)=O, CCCCCC, NC(CO)Cc1ccccc1, CN(C)C=O. Yields the product O=C(NC(CO)Cc1ccccc1)c1cc(OCc2ccccc2)ccc1O. RXN SMILES: [CH2:1]([c:2]1[cH:3][cH:4][cH:5][cH:6][cH:7]1)[O:8][c:9]1[cH:10][cH:11][c:12]([OH:19])[c:13]([C:14]([O:16][CH3:15])=[O:17])[cH:18]1.[CH3:36][CH2:37][O:38][C:39](=[O:40])[CH3:41].[CH3:42][CH2:43][CH2:44][CH2:45][CH2:46][CH3:47].[NH2:20][CH:21]([CH2:22][OH:23])[CH2:24][c:25]1[cH:26][cH:27][cH:28][cH:29][cH:30]1.[O:31]=[CH:32][N:33]([CH3:34])[CH3:35]>>[CH2:1]([c:2]1[cH:3][cH:4][cH:5][cH:6][cH:7]1)[O:8][c:9]1[cH:10][cH:11][c:12]([OH:19])[c:13]([C:14](=[O:16])[NH:20][CH:21]([CH2:22][OH:23])[CH2:24][c:25]2[cH:26][cH:27][cH:28][cH:29][cH:30]2)[cH:18]1. Starting materials: CCCCN1C(=O)CC(Nc2ccccc2)C1=O, CC(C)O, NC1CC(=O)N(c2ccccc2)C1=O. As a reaction SMILES: [CH2:1]([CH2:2][CH2:3][CH3:4])[N:5]1[C:6](=[O:18])[CH:7]([NH:11][c:12]2[cH:13][cH:14][cH:15][cH:16][cH:17]2)[CH2:8][C:9]1=[O:10].[CH:33]([OH:34])([CH3:35])[CH3:36].[NH2:19][CH:20]1[C:21](=[O:22])[N:23]([c:24]2[cH:25][cH:26][cH:27][cH:28][cH:29]2)[C:30](=[O:31])[CH2:32]1>>[CH2:1]([CH2:2][CH2:3][CH3:4])[N:5]1[C:6](=[O:18])[C:7]([NH:11][c:12]2[cH:13][cH:14][cH:15][cH:16][cH:17]2)=[CH:8][C:9]1=[O:10]. Yields the product CCCCN1C(=O)C=C(Nc2ccccc2)C1=O. Starting materials: P(=O)(OCC=C)(OCC=C)OCC1=C(C=CC=C1OC)CO (Diallyl 2-(hydroxymethyl)-6-methoxybenzyl phosphate), [Cr](=O)(=O)([O-])O[Cr](=O)(=O)[O-].[NH+]1=CC=CC=C1.[NH+]1=CC=CC=C1 (pyridinium dichromate), CC(=O)C.OS(=O)(=O)O.O=[Cr](=O)=O (Jones reagent), chromic anhydride, S(O)(O)(=O)=O (sulfuric acid). The solvent is O (water), O (water), CC(C)O (2-propanol), CN(C=O)C (N,N-dimethylformamide), CC(=O)C (acetone). Reaction conditions: time 12 hour. The product is C(C=C)OP(=O)(OCC=C)OCC1=C(C(=O)O)C=CC=C1OC (2-[[Bis(allyloxy)phosphoryl]oxymethyl]-3-methoxybenzoic acid). Yield: 59.9%. Reaction SMILES: [P:1]([O:11][CH2:12][C:13]1[C:18]([O:19][CH3:20])=[CH:17][CH:16]=[CH:15][C:14]=1[CH2:21][OH:22])([O:7][CH2:8][CH:9]=[CH2:10])([O:3][CH2:4][CH:5]=[CH2:6])=[O:2].[Cr](O[Cr]([O-])(=O)=O)([O-])(=O)=[O:24].[NH+]1C=CC=CC=1.[NH+]1C=CC=CC=1.CC(C)=O.OS(O)(=O)=O.O=[Cr](=O)=O.S(=O)(=O)(O)O>CN(C)C=O.CC(C)=O.O.CC(O)C>[CH2:4]([O:3][P:1]([O:11][CH2:12][C:13]1[C:18]([O:19][CH3:20])=[CH:17][CH:16]=[CH:15][C:14]=1[C:21]([OH:24])=[O:22])([O:7][CH2:8][CH:9]=[CH2:10])=[O:2])[CH:5]=[CH2:6] |f:1.2.3,4.5.6|. Procedure details: Diallyl 2-(hydroxymethyl)-6-methoxybenzyl phosphate (715.0 mg, 2.18 mmol) obtained from Example 21-(4) was dissolved in N,N-dimethylformamide (8 ml), and pyridinium dichromate (2.87 g, 7.63 mmol) was added thereto. After the mixture was stirred at room temperature for 12 hours, water (60 ml) was added thereto, and the product was extracted with diethyl ether. The organic layer was washed successively with water, a 2N aqueous solution of hydrochloric acid, and a saturated aqueous solution of sodi... Reactants: CCOC(=O)c1ncn2c1CN(Cc1ccc(OC)cc1OC)C(=O)c1sccc1-2, O=C(O)C(F)(F)F. Reaction SMILES: [CH3:1][O:2][c:3]1[cH:4][c:5]([O:25][CH3:26])[cH:27][cH:28][c:29]1[CH2:30][N:6]1[CH2:7][c:8]2[n:9]([cH:17][n:18][c:19]2[C:20](=[O:21])[O:22][CH2:23][CH3:24])-[c:10]2[c:11]([s:14][cH:15][cH:16]2)[C:12]1=[O:13].[OH:31][C:32]([C:33]([F:34])([F:35])[F:36])=[O:37]>>[NH:6]1[CH2:7][c:8]2[n:9]([cH:17][n:18][c:19]2[C:20](=[O:21])[O:22][CH2:23][CH3:24])-[c:10]2[c:11]([s:14][cH:15][cH:16]2)[C:12]1=[O:13]. Yields the product CCOC(=O)c1ncn2c1CNC(=O)c1sccc1-2.